This data is from the Open Reaction Database (ORD), a public repository of structured organic reaction records. The task is: describe an organic reaction: reactants, conditions, products, and yield The reactants are Br, CC(=O)O, CCCc1c(Cc2ccc(-c3ccccc3C#N)cc2)c(=O)n(-c2ccc(OC(C)C)cc2)c2ncnn12. The product is CCCc1c(Cc2ccc(-c3ccccc3C#N)cc2)c(=O)n(-c2ccc(O)cc2)c2ncnn12. As a reaction SMILES: [BrH:43].[C:39]([OH:40])(=[O:41])[CH3:42].[CH3:1][CH:2]([CH3:3])[O:4][c:5]1[cH:6][cH:7][c:8](-[n:11]2[c:12]3[n:13]([c:14]([CH2:33][CH2:34][CH3:35])[c:15]([CH2:18][c:19]4[cH:20][cH:21][c:22](-[c:25]5[c:26]([C:31]#[N:32])[cH:27][cH:28][cH:29][cH:30]5)[cH:23][cH:24]4)[c:16]2=[O:17])[n:36][cH:37][n:38]3)[cH:9][cH:10]1>>[OH:4][c:5]1[cH:6][cH:7][c:8](-[n:11]2[c:12]3[n:13]([c:14]([CH2:33][CH2:34][CH3:35])[c:15]([CH2:18][c:19]4[cH:20][cH:21][c:22](-[c:25]5[c:26]([C:31]#[N:32])[cH:27][cH:28][cH:29][cH:30]5)[cH:23][cH:24]4)[c:16]2=[O:17])[n:36][cH:37][n:38]3)[cH:9][cH:10]1. Starting materials: C1CNCCN1, CS(C)=O, CSc1ncnc2c(N(C)c3ccccc3)nc(Cl)nc12. Yields the product CSc1ncnc2c(N(C)c3ccccc3)nc(N3CCNCC3)nc12. Reaction SMILES: [CH2:22]1[CH2:23][NH:24][CH2:25][CH2:26][NH:27]1.[CH3:28][S:29]([CH3:30])=[O:31].[Cl:1][c:2]1[n:3][c:4]([N:14]([CH3:15])[c:16]2[cH:17][cH:18][cH:19][cH:20][cH:21]2)[c:5]2[c:6]([n:7]1)[c:8]([S:12][CH3:13])[n:9][cH:10][n:11]2>>[c:2]1([N:24]2[CH2:23][CH2:22][NH:27][CH2:26][CH2:25]2)[n:3][c:4]([N:14]([CH3:15])[c:16]2[cH:17][cH:18][cH:19][cH:20][cH:21]2)[c:5]2[c:6]([n:7]1)[c:8]([S:12][CH3:13])[n:9][cH:10][n:11]2. The reactants are BrC=1C=C(C=C(C1OC1CC2=CC=CC=C2C1)[N+](=O)[O-])CCC(=O)OC (methyl 3-[3-bromo-4-(indan-2-yloxy)-5-nitrophenyl]propionate), P(=O)([O-])([O-])[O-].[K+].[K+].[K+] (tripotassium phosphate), CN1N=CC2=CC(=CC=C12)B(O)O (1-methyl-1H-indazol-5-boronic acid), C1(=CC=CC=C1)P(C1=CC=CC=C1)C1=CC=CC=C1 (triphenylphosphine). The reagents and catalysts are C(C)(=O)[O-].[Pd+2].C(C)(=O)[O-] (palladium acetate). The solvent is C1CCOC1 (THF), C(C)(=O)OCC (ethyl acetate), O (water). Reaction conditions: temperature 60 celsius, time 4 hour. The product is C1C(CC2=CC=CC=C12)OC1=C(C=C(C=C1[N+](=O)[O-])CCC(=O)OC)C=1C=C2C=NN(C2=CC1)C (methyl 3-[4-(indan-2-yloxy)-3-(1-methyl-1H-indazol-5-yl)-5-nitrophenyl]propionate). RXN SMILES: Br[C:2]1[CH:3]=[C:4]([CH2:21][CH2:22][C:23]([O:25][CH3:26])=[O:24])[CH:5]=[C:6]([N+:18]([O-:20])=[O:19])[C:7]=1[O:8][CH:9]1[CH2:17][C:16]2[C:11](=[CH:12][CH:13]=[CH:14][CH:15]=2)[CH2:10]1.[CH3:27][N:28]1[C:36]2[C:31](=[CH:32][C:33](B(O)O)=[CH:34][CH:35]=2)[CH:30]=[N:29]1.C1(P(C2C=CC=CC=2)C2C=CC=CC=2)C=CC=CC=1.P([O-])([O-])([O-])=O.[K+].[K+].[K+]>O.C([O-])(=O)C.[Pd+2].C([O-])(=O)C.C(OCC)(=O)C.C1COCC1>[CH2:10]1[C:11]2[C:16](=[CH:15][CH:14]=[CH:13][CH:12]=2)[CH2:17][CH:9]1[O:8][C:7]1[C:6]([N+:18]([O-:20])=[O:19])=[CH:5][C:4]([CH2:21][CH2:22][C:23]([O:25][CH3:26])=[O:24])=[CH:3][C:2]=1[C:33]1[CH:32]=[C:31]2[C:36](=[CH:35][CH:34]=1)[N:28]([CH3:27])[N:29]=[CH:30]2 |f:3.4.5.6,8.9.10|. Reported procedure: THF (40 ml) was added to methyl 3-[3-bromo-4-(indan-2-yloxy)-5-nitrophenyl]propionate (14.00 g, prepared according to the method of International Patent Publication No. WO 03/70686), 1-methyl-1H-indazol-5-boronic acid (7.62 g, prepared according to the method of International Patent Publication No. WO 03/70686), palladium acetate (75 mg, Wako Pure Chemical Industries, Ltd.) and triphenylphosphine (0.17 g, Wako Pure Chemical Industries, Ltd.), and the mixture solution was stirred. Then, a solutio... Starting materials: C=O, C1COCCN1, CC(=O)O, [Na+], [OH-], O, CC(=O)c1ccc[nH]1. Product: CC(=O)c1cc(CN2CCOCC2)c[nH]1. Reaction SMILES: [CH2:15]=[O:16].[CH2:1]1[CH2:2][O:3][CH2:4][CH2:5][NH:6]1.[CH3:19][C:20](=[O:21])[OH:22].[Na+:18].[OH-:17].[OH2:23].[nH:7]1[c:8]([C:12]([CH3:13])=[O:14])[cH:9][cH:10][cH:11]1>>[CH2:1]1[CH2:2][O:3][CH2:4][CH2:5][N:6]1[CH2:15][c:10]1[cH:9][c:8]([C:12]([CH3:13])=[O:14])[nH:7][cH:11]1. Starting materials: FC=1C=NN(C1)C1=NC=C(C(=N1)O)C(=O)OCC (Ethyl 2-(4-fluoro-1H-pyrazol-1-yl)-4-hydroxypyrimidine-5-carboxylate), FC=1C=NN(C1)C1=NC=C(C(=N1)O)C(=O)OCC (Ethyl 2-(4-fluoro-1H-pyrazol-1-yl)-4-hydroxypyrimidine-5-carboxylate), [OH-].[K+] (KOH). Run in CCO (EtOH), O (H2O). Run at temperature 78 celsius, time 1.5 hour. Yields the product FC=1C=NN(C1)C1=NC=C(C(=N1)O)C(=O)O (2-(4-fluoro-1H-pyrazol-1-yl)-4-hydroxypyrimidine-5-carboxylic acid). Reaction SMILES: [F:1][C:2]1[CH:3]=[N:4][N:5]([C:7]2[N:12]=[C:11]([OH:13])[C:10]([C:14]([O:16]CC)=[O:15])=[CH:9][N:8]=2)[CH:6]=1.[OH-].[K+]>CCO.O>[F:1][C:2]1[CH:3]=[N:4][N:5]([C:7]2[N:12]=[C:11]([OH:13])[C:10]([C:14]([OH:16])=[O:15])=[CH:9][N:8]=2)[CH:6]=1 |f:1.2|. Procedure details: Ethyl 2-(4-fluoro-1H-pyrazol-1-yl)-4-hydroxypyrimidine-5-carboxylate, 28-f, (1 g, 3.9 mmol) was dissolved in EtOH (7 mL) and KOH (0.67 g, 11.9 mmol) in H2O (3 mL) was added. The mixture was stirred at 78° C. for 1.5 h. Then the solvent was evaporated, and the residue was added about 10 mL of H2O and filtered. The solid was dried and washed by EtOH (5 mL) to give the title product, 28-g, (0.7 g). Reactants: FC(C(=O)O)(F)F.NCCC1=CC=CC(=N1)C=1SC2=C(C(N1)=O)C=CC=C2 (2-[6-(2-aminoethyl)-2-pyridyl]-4H-1,3-benzothiazine-4-one trifluoroacetic acid salt), C([O-])([O-])=O.[K+].[K+] (potassium carbonate), C1(=CC=CC=C1)N=C=O (phenyl isocyanate). Solvent: C(C)#N (acetonitrile). Reaction conditions: time 20 minute. The product is O=C1N=C(SC2=C1C=CC=C2)C2=CC=CC(=N2)CCNC(=O)NC2=CC=CC=C2 (N-[2-[6-(4-Oxo-4H-1,3-benzothiazin-2-yl)-2-pyridyl]ethyl]-N′-phenylurea). The yield is 17.4%. Reaction SMILES: FC(F)(F)C(O)=O.[NH2:8][CH2:9][CH2:10][C:11]1[N:16]=[C:15]([C:17]2[S:18][C:19]3[CH:27]=[CH:26][CH:25]=[CH:24][C:20]=3[C:21](=[O:23])[N:22]=2)[CH:14]=[CH:13][CH:12]=1.C(=O)([O-])[O-].[K+].[K+].[C:34]1([N:40]=[C:41]=[O:42])[CH:39]=[CH:38][CH:37]=[CH:36][CH:35]=1>C(#N)C>[O:23]=[C:21]1[C:20]2[CH:24]=[CH:25][CH:26]=[CH:27][C:19]=2[S:18][C:17]([C:15]2[N:16]=[C:11]([CH2:10][CH2:9][NH:8][C:41]([NH:40][C:34]3[CH:39]=[CH:38][CH:37]=[CH:36][CH:35]=3)=[O:42])[CH:12]=[CH:13][CH:14]=2)=[N:22]1 |f:0.1,2.3.4|. Reported procedure: A mixture of 2-[6-(2-aminoethyl)-2-pyridyl]-4H-1,3-benzothiazine-4-one trifluoroacetic acid salt (0.40 g, 1.0 mmol), potassium carbonate (0.41 g, 3.0 mmol) and acetonitrile (15 ml) was stirred at room temperature for 20 minutes. Successively phenyl isocyanate (0.47 g, 4.0 mmol) was added to the mixture, and the mixture was refluxed for 4 hrs. After cooling, the precipitates were collected by filtration and dissolved in chlorobenzene and water. The organic layer was dried over magnesium sulfate. ... Starting materials: FC1=CC=C(C=C1)N1N=C(C=C1C1=CC(=CC=C1)CO[C@@H](C(F)(F)F)C)N (1-(4-fluorophenyl)-5-[3-((R)-2,2,2-trifluoro-1-methylethoxymethyl)phenyl]-1H-pyrazol-3-ylamine), O (water), O=C1C[C@@H](CN1)C(=O)O ((S)-5-oxopyrrolidine-3-carboxylic acid), CCN=C=NCCCN(C)C.Cl (WSC.HCl). The solvent is CN(C(C)=O)C (N,N-dimethylacetamide). Run at time 0.5 hour. Yields the product FC1=CC=C(C=C1)N1N=C(C=C1C1=CC(=CC=C1)CO[C@@H](C(F)(F)F)C)NC(=O)[C@@H]1CNC(C1)=O ((S)-5-Oxopyrrolidine-3-carboxylic acid{1-(4-fluorophenyl)-5-[3-((R)-2,2,2-trifluoro-1-methylethoxymethyl)phenyl]-1H-pyrazol-3-yl}amide). The yield is 55.0%. Reaction SMILES: [F:1][C:2]1[CH:7]=[CH:6][C:5]([N:8]2[C:12]([C:13]3[CH:18]=[CH:17][CH:16]=[C:15]([CH2:19][O:20][C@H:21]([CH3:26])[C:22]([F:25])([F:24])[F:23])[CH:14]=3)=[CH:11][C:10]([NH2:27])=[N:9]2)=[CH:4][CH:3]=1.[O:28]=[C:29]1[NH:33][CH2:32][C@@H:31]([C:34](O)=[O:35])[CH2:30]1.CCN=C=NCCCN(C)C.Cl.O>CN(C)C(=O)C>[F:1][C:2]1[CH:7]=[CH:6][C:5]([N:8]2[C:12]([C:13]3[CH:18]=[CH:17][CH:16]=[C:15]([CH2:19][O:20][C@H:21]([CH3:26])[C:22]([F:24])([F:23])[F:25])[CH:14]=3)=[CH:11][C:10]([NH:27][C:34]([C@H:31]3[CH2:30][C:29](=[O:28])[NH:33][CH2:32]3)=[O:35])=[N:9]2)=[CH:4][CH:3]=1 |f:2.3|. Reported procedure: To a solution of 1-(4-fluorophenyl)-5-[3-((R)-2,2,2-trifluoro-1-methylethoxymethyl)phenyl]-1H-pyrazol-3-ylamine (52 mg) in N,N-dimethylacetamide (0.5 ml) were sequentially added (S)-5-oxopyrrolidine-3-carboxylic acid (20 mg) prepared according to the same procedures as Preparation 5 and WSC.HCl (40 mg) at room temperature, and the mixture was stirred for 0.5 hours. To this reaction mixture was added water, and then the precipitated solid was collected by filtration. This solid was purified by si... Starting materials: ClC=1C=CC2=C(C(=[N+](CC=3N2C(=CN3)C)[O-])C3=C(C=CC=C3)Cl)C1 (8-chloro-6-(2-chlorophenyl)-1-methyl-4H-imidazo[1,2-a][1,4]benzodiazepine-5-oxide), C(C)(=O)OC(C)=O (acetic anhydride). The solvent is C(C)(=O)O (acetic acid). The product is C(C)(=O)O.ClC=1C=CC2=C(C(=NC(C=3N2C(=CN3)C)O)C3=C(C=CC=C3)Cl)C1 (8-chloro-6-(2-chlorophenyl)-4-hydroxy-1-methyl-4H-imidazo[1,2-a][1,4]benzodiazepine acetate). As a reaction SMILES: [Cl:1][C:2]1[CH:3]=[CH:4][C:5]2[N:11]3[C:12]([CH3:15])=[CH:13][N:14]=C3C[N+:8]([O-])=[C:7]([C:17]3[CH:22]=[CH:21][CH:20]=[CH:19][C:18]=3[Cl:23])[C:6]=2[CH:24]=1.[C:25]([O:28][C:29](=[O:31])[CH3:30])(=[O:27])[CH3:26]>C(O)(=O)C>[C:25]([OH:28])(=[O:27])[CH3:26].[Cl:1][C:2]1[CH:3]=[CH:4][C:5]2[N:11]3[C:12]([CH3:15])=[CH:13][N:14]=[C:30]3[CH:29]([OH:31])[N:8]=[C:7]([C:17]3[CH:22]=[CH:21][CH:20]=[CH:19][C:18]=3[Cl:23])[C:6]=2[CH:24]=1 |f:3.4|. Procedure: A stirred mixture of 1.0 g. of 8-chloro-6-(2-chlorophenyl)-1-methyl-4H-imidazo[1,2-a][1,4]benzodiazepine-5-oxide (III), 5 ml. of acetic anhydride and 3 ml. of acetic acid is warmed on the steam bath, under nitrogen, for 30 minutes and concentrated in vacuo. The residue is suspended in water, neutralized with sodium carbonate and extracted with methylene chloride. The extract is dried, concentrated and chromatographed on silica gel eluting with ethyl acetate to yield 8-chloro-6-(2-chlorophenyl)-4... The reactants are C(CCC)N1C(C(=C(C2=CC=CN=C12)C1=CC(=CC=C1)OCCCOCC1=CC=CC=C1)NC(=O)NC1=C(C=CC(=C1)CC1=NNC=C1)C(C)(C)C)=O (N-[1-butyl-4-[3-[3-(benzyloxy)propoxy]phenyl]-1,2-dihydro-2-oxo-1,8-naphthyridin-3-yl]-N′-[2-tert-butyl-5-(1-pyrazolylmethyl)phenyl]urea), Cl (hydrochloric acid). The reagents and catalysts are [C].[Pd] (palladium carbon). Solvent: CO (methanol). Run at time 8 hour. Yields the product C(CCC)N1C(C(=C(C2=CC=CN=C12)C1=CC(=CC=C1)OCCCO)NC(=O)NC1=C(C=CC(=C1)CC1=NNC=C1)C(C)(C)C)=O (N-[1-butyl-4-[3-[3-(hydroxy)propoxy]phenyl]-1,2-dihydro-2-oxo-1,8-naphthyridin-3-yl]-N′-[2-tert-butyl-5-(1-pyrazolylmethyl)-phenyl]urea). The yield is 94.6%. Reaction SMILES: [CH2:1]([N:5]1[C:14]2[C:9](=[CH:10][CH:11]=[CH:12][N:13]=2)[C:8]([C:15]2[CH:20]=[CH:19][CH:18]=[C:17]([O:21][CH2:22][CH2:23][CH2:24][O:25]CC3C=CC=CC=3)[CH:16]=2)=[C:7]([NH:33][C:34]([NH:36][C:37]2[CH:42]=[C:41]([CH2:43][C:44]3[CH:48]=[CH:47][NH:46][N:45]=3)[CH:40]=[CH:39][C:38]=2[C:49]([CH3:52])([CH3:51])[CH3:50])=[O:35])[C:6]1=[O:53])[CH2:2][CH2:3][CH3:4].Cl>CO.[C].[Pd]>[CH2:1]([N:5]1[C:14]2[C:9](=[CH:10][CH:11]=[CH:12][N:13]=2)[C:8]([C:15]2[CH:20]=[CH:19][CH:18]=[C:17]([O:21][CH2:22][CH2:23][CH2:24][OH:25])[CH:16]=2)=[C:7]([NH:33][C:34]([NH:36][C:37]2[CH:42]=[C:41]([CH2:43][C:44]3[CH:48]=[CH:47][NH:46][N:45]=3)[CH:40]=[CH:39][C:38]=2[C:49]([CH3:52])([CH3:51])[CH3:50])=[O:35])[C:6]1=[O:53])[CH2:2][CH2:3][CH3:4] |f:3.4|. Reported procedure: A suspension of N-[1-butyl-4-[3-[3-(benzyloxy)propoxy]phenyl]-1,2-dihydro-2-oxo-1,8-naphthyridin-3-yl]-N′-[2-tert-butyl-5-(1-pyrazolylmethyl)phenyl]urea (1.86 g, 2.6 mmol), 10% palladium carbon (180 mg), conc. hydrochloric acid (0.21 ml, 2.6 mmol) in methanol is stirred under hydrogen atmosphere at room temperature for 8 hours. The mixture is filtered on celite, and the solvent is concentrated under reduced pressure. The resultant is dissolved in chloroform, and thereto are added water and aqueo... Reactants: Cl.Cl.NC1=C(C(=N)N)C(=CC(=C1)F)F (2-anino-4,6-difluorobenzamidine dihydrochloride), O=C1CCN(CC1)C(=O)OCC (ethyl 4-oxopiperidine-1-carboxylate). Product: Cl.NC1=NC2(NC3=CC(=CC(=C13)F)F)CCN(CC2)C(=O)OCC (Ethyl 4'-amino-5'.7'-difluorospiro[piperidine-4,2'(1'H)-quinazoline]-1-carboxylate hydrochloride). As a reaction SMILES: [ClH:1].Cl.[NH2:3][C:4]1[CH:12]=[C:11]([F:13])[CH:10]=[C:9]([F:14])[C:5]=1[C:6]([NH2:8])=[NH:7].O=[C:16]1[CH2:21][CH2:20][N:19]([C:22]([O:24][CH2:25][CH3:26])=[O:23])[CH2:18][CH2:17]1>>[ClH:1].[NH2:7][C:6]1[C:5]2[C:4](=[CH:12][C:11]([F:13])=[CH:10][C:9]=2[F:14])[NH:3][C:16]2([CH2:21][CH2:20][N:19]([C:22]([O:24][CH2:25][CH3:26])=[O:23])[CH2:18][CH2:17]2)[N:8]=1 |f:0.1.2,4.5|. Procedure details: This was prepared by the method of Example 173 using 2-anino-4,6-difluorobenzamidine dihydrochloride (Example H) and ethyl 4-oxopiperidine-1-carboxylate to give the title compound, m.p. 245°-246° C.